This data is from the Open Reaction Database (ORD), a public repository of structured organic reaction records. The task is: describe an organic reaction: reactants, conditions, products, and yield The reactants are C1CO1 (ethylene oxide), C(C)(C)C1=C(C(=CC=C1)C(C)C)Br (2,6 diisopropylbromobenzene), [NH4+].[Cl-] (NH4Cl). The solvent is CCOCC (ether). Conditions: time 4 hour. The product is C(C)(C)C1=C(C(=CC=C1)C(C)C)C(C)O (2,6-diisopropylphenylethanol). RXN SMILES: [CH:1]([C:4]1[CH:9]=[CH:8][CH:7]=[C:6]([CH:10]([CH3:12])[CH3:11])[C:5]=1Br)([CH3:3])[CH3:2].[CH2:14]1[O:16][CH2:15]1.[NH4+].[Cl-]>CCOCC>[CH:1]([C:4]1[CH:9]=[CH:8][CH:7]=[C:6]([CH:10]([CH3:12])[CH3:11])[C:5]=1[CH:15]([OH:16])[CH3:14])([CH3:3])[CH3:2] |f:2.3|. Procedure details: 2,6 diisopropylbromobenzene (see J. Org. Chem., 42(14):2426-2431 (1977) for preparation) (30 g, 124.4 mmol) was added to a suspension of Li powder (1.9 g, 273.6 mmol) in ether (100 nIL) heated under reflux, the heating was continued for another 4 hours, cooled, and the mixture was poured into ethylene oxide which was precooled to -78° C. The mixture was warmed slowly to room temperature, saturated NH4Cl solution was added slowly with caution, the ether layer was separated and washed with brine, ... The reactants are Cl.CNO (methylhydroxylamine hydrochloride), C(C=CC1=CC=CC=C1)=O (cinnamaldehyde), CO (methanol). Run at time 15 minute. The product is C(C=CC1=CC=CC=C1)C=[N+]([O-])C (α-cinnamyl-N-methylnitrone). Yield: 74.0%. Reaction SMILES: Cl.[CH3:2][NH:3][OH:4].[CH:5](=O)[CH:6]=[CH:7][C:8]1[CH:13]=[CH:12][CH:11]=[CH:10][CH:9]=1.[CH3:15]O>>[CH2:5]([CH:2]=[N+:3]([CH3:15])[O-:4])[CH:6]=[CH:7][C:8]1[CH:13]=[CH:12][CH:11]=[CH:10][CH:9]=1 |f:0.1|. Reported procedure: A mixture of 5 g (60 mmole) of methylhydroxylamine hydrochloride and 8 g (61 mmole) of cinnamaldehyde were combined in 25 mL of anhydrous methanol and stirred for 15 minutes at room temperature. The solvent was then removed at reduced pressure and replaced with 50 mL of methylene chloride. The solution was washed with 75 mL of saturated aqueous sodium bicarbonate followed by washing with a brine solution. After drying over anhydrous magnesium sulfate, the solvent was removed under reduced pressu...